This data is from the Open Reaction Database (ORD), a public repository of structured organic reaction records. The task is: describe an organic reaction: reactants, conditions, products, and yield The reactants are CN1C(CC[C@@]2(C3=C(CC[C@@H]12)C=C(C=C3)Br)C)=O ((+)-(4aR)-(10bR)-4-methyl-8-bromo-10b-methyl-1,2,3,4,4a,5,6,10b-octahydrobenzo[f]quinolin-3-one), ClC1=CC=C(C=C1)B(O)O (4-chlorophenylboronic acid), C([O-])([O-])=O.[Na+].[Na+] (sodium carbonate), C1(=CC=CC=C1)C (toluene). Reagents/catalysts: [Pd].C1(=CC=CC=C1)P(C1=CC=CC=C1)C1=CC=CC=C1.C1(=CC=CC=C1)P(C1=CC=CC=C1)C1=CC=CC=C1.C1(=CC=CC=C1)P(C1=CC=CC=C1)C1=CC=CC=C1.C1(=CC=CC=C1)P(C1=CC=CC=C1)C1=CC=CC=C1 (tetrakis (triphenylphosphine) palladium (0)). Solvent: ClCCl (dichloromethane). The product is CN1C(CC[C@@]2(C3=C(CC[C@@H]12)C=C(C=C3)C3=CC=C(C=C3)Cl)C)=O ((+)-(4aR)-(10bR)-4-methyl-8-(4-chlorophenyl)-10b-methyl-1,2,3,4,4a,5,6,10b-octahydrobenzo[f]quinolin-3-one). The yield is 75.1%. RXN SMILES: [CH3:1][N:2]1[C@H:11]2[C@@:6]([CH3:17])([C:7]3[CH:15]=[CH:14][C:13](Br)=[CH:12][C:8]=3[CH2:9][CH2:10]2)[CH2:5][CH2:4][C:3]1=[O:18].[Cl:19][C:20]1[CH:25]=[CH:24][C:23](B(O)O)=[CH:22][CH:21]=1.C(=O)([O-])[O-].[Na+].[Na+].C1(C)C=CC=CC=1>ClCCl.[Pd].C1(P(C2C=CC=CC=2)C2C=CC=CC=2)C=CC=CC=1.C1(P(C2C=CC=CC=2)C2C=CC=CC=2)C=CC=CC=1.C1(P(C2C=CC=CC=2)C2C=CC=CC=2)C=CC=CC=1.C1(P(C2C=CC=CC=2)C2C=CC=CC=2)C=CC=CC=1>[CH3:1][N:2]1[C@H:11]2[C@@:6]([CH3:17])([C:7]3[CH:15]=[CH:14][C:13]([C:23]4[CH:24]=[CH:25][C:20]([Cl:19])=[CH:21][CH:22]=4)=[CH:12][C:8]=3[CH2:9][CH2:10]2)[CH2:5][CH2:4][C:3]1=[O:18] |f:2.3.4,7.8.9.10.11|. Procedure: A 15 mL round bottom flask was charged with (+)-(4aR)-(10bR)-4-methyl-8-bromo-10b-methyl-1,2,3,4,4a,5,6,10b-octahydrobenzo[f]quinolin-3-one (200 mg, 0.65 mmol), tetrakis (triphenylphosphine) palladium (0) (23 mg, 0.02 mmol), 4-chlorophenylboronic acid (122 mg, 0.78 mmol), 0.65 mL of 2M sodium carbonate solution and 2 mL of toluene, fitted with a reflux condenser, and the stirred mixture was heated at 80°, under nitrogen, for 16h. The mixture was cooled, diluted with dichloromethane (75 mL) and w... Starting materials: [OH-].[Na+] (sodium hydroxide), Cl (hydrochloric acid), BrC(C(=O)O)C (2-bromopropionic acid), [OH-].[Na+] (sodium hydroxide), OCNC(=O)OCC (N-hydroxymethyl urethane). Solvent: O (water). The product is C(=O)(OC)NOC(C(=O)O)C (N-carbomethoxy-alpha-aminooxypropionic acid). RXN SMILES: Br[CH:2]([CH3:6])[C:3]([OH:5])=[O:4].[OH-:7].[Na+].OC[NH:11][C:12]([O:14][CH2:15]C)=[O:13].Cl>O>[C:12]([NH:11][O:7][CH:2]([CH3:6])[C:3]([OH:5])=[O:4])([O:14][CH3:15])=[O:13] |f:1.2|. Procedure details: A 500 ml single necked round bottomed flask was equipped with a stirring bar. The flask was charged with 2-bromopropionic acid (28.6 gm, 0.187 mole), water (100 ml) and sodium hydroxide (14.9 gm, 50% aqueous 0.187 mole). N-hydroxymethyl urethane (17.0 gm, 0.187 mole) was added in one portion, followed by another equivalent of 50% aqueous sodium hydroxide (14.9 gm). The resulting solution was warmed on a steam bath for about 4 hours. This solution was cooled to room temperature and adjusted to pH... Reactants: C(C)(=O)NCCCC(=O)C1=C(CCC(=O)OC)C=C(C=C1)Cl (methyl 2-(4-acetamidobutyryl)-5-chlorohydrocinnamate), N (ammonia). Procedure details: 8.15 g (0.025 mol) of methyl 2-(4-acetamidobutyryl)-5-chlorohydrocinnamate are stirred at room temperature for 30 hours in 200 ml of a solution of ammonia in methanol. After concentration of the solution the residue is extracted with methylene chloride/water, dried with magnesium sulfate, the solvent is distilled in a vacuum. The residue is chromatographed on silica gel with chloroform-methanol (9:1). Recrystallization from methanol/ether yields 2-(4-acetamidobutyryl)-5-chlorohydrocinnamide as w... The product is CC(=O)NCCCC(=O)C1=C(C=C(C=C1)Cl)CCC(=O)N (2-(4-acetamidobutyryl)-5-chlorohydrocinnamide). Run in solution, CO (methanol). RXN SMILES: [C:1]([NH:4][CH2:5][CH2:6][CH2:7][C:8]([C:10]1[CH:21]=[CH:20][C:19]([Cl:22])=[CH:18][C:11]=1[CH2:12][CH2:13][C:14](OC)=[O:15])=[O:9])(=[O:3])[CH3:2].[NH3:23]>CO>[CH3:2][C:1]([NH:4][CH2:5][CH2:6][CH2:7][C:8]([C:10]1[CH:21]=[CH:20][C:19]([Cl:22])=[CH:18][C:11]=1[CH2:12][CH2:13][C:14]([NH2:23])=[O:15])=[O:9])=[O:3].